Dataset: the Open Reaction Database (ORD), a public repository of structured organic reaction records. Task: describe an organic reaction: reactants, conditions, products, and yield Reactants: C(C)(C)(C)OC(=O)N[C@@H](C[C@@H](C(=O)OC(C)(C)C)CC1=CC=C(C=C1)O)C(=O)OC(C)(C)C (di-tert-butyl (4S)—N-(tert-butoxycarbonyl)-4-(4-hydroxy-benzyl)-L-glutamate), C([O-])([O-])=O.[K+].[K+] (potassium carbonate), BrCCF (1-bromo-2-fluoroethane). Run in CN(C=O)C (N,N-dimethylformamide). Reaction conditions: temperature 60 celsius, time 8 hour. Product: C(C)(C)(C)OC(=O)N[C@@H](C[C@@H](C(=O)OC(C)(C)C)CC1=CC=C(C=C1)OCCF)C(=O)OC(C)(C)C (Di-tert-butyl (4S)—N-(tert-butoxycarbonyl)-4-[4-(2-fluoroethoxy)benzyl]-L-glutamate), crude product. Yield: 32.6%. Reaction SMILES: [C:1]([O:5][C:6]([NH:8][C@H:9]([C:27]([O:29][C:30]([CH3:33])([CH3:32])[CH3:31])=[O:28])[CH2:10][C@H:11]([CH2:19][C:20]1[CH:25]=[CH:24][C:23]([OH:26])=[CH:22][CH:21]=1)[C:12]([O:14][C:15]([CH3:18])([CH3:17])[CH3:16])=[O:13])=[O:7])([CH3:4])([CH3:3])[CH3:2].C(=O)([O-])[O-].[K+].[K+].Br[CH2:41][CH2:42][F:43]>CN(C)C=O>[C:1]([O:5][C:6]([NH:8][C@H:9]([C:27]([O:29][C:30]([CH3:33])([CH3:32])[CH3:31])=[O:28])[CH2:10][C@H:11]([CH2:19][C:20]1[CH:25]=[CH:24][C:23]([O:26][CH2:41][CH2:42][F:43])=[CH:22][CH:21]=1)[C:12]([O:14][C:15]([CH3:16])([CH3:18])[CH3:17])=[O:13])=[O:7])([CH3:2])([CH3:3])[CH3:4] |f:1.2.3|. Procedure: To 315 mg (0.68 mmol) of di-tert-butyl (4S)—N-(tert-butoxycarbonyl)-4-(4-hydroxy-benzyl)-L-glutamate in 30 mL N,N-dimethylformamide were added 206 mg (1.5 mmol) of powdered potassium carbonate and 104 mg (0.81 mmol) of 1-bromo-2-fluoroethane and the resulting suspension was stirred for 5 h at 60° C. and overnight at room temperature. The reaction mixture was then filtered, the solvent evaporated and the residue was taken up in ethyl acetate and water. The organic phase was separated off, washed ... Reactants: FC1=C(C=CC(=C1)F)NC(C(C(=O)OCC)C)=O (ethyl 3-(2,4-difluorophenylamino)-2-methyl-3-oxopropanoate). Solvent: C1CCOC1 (THF). Product: FC1=C(C=CC(=C1)F)NC(C(C(=O)O)C)=O (3-(2,4-difluorophenylamino)-2-methyl-3-oxopropanoic acid). RXN SMILES: [F:1][C:2]1[CH:7]=[C:6]([F:8])[CH:5]=[CH:4][C:3]=1[NH:9][C:10](=[O:18])[CH:11]([CH3:17])[C:12]([O:14]CC)=[O:13]>C1COCC1>[F:1][C:2]1[CH:7]=[C:6]([F:8])[CH:5]=[CH:4][C:3]=1[NH:9][C:10](=[O:18])[CH:11]([CH3:17])[C:12]([OH:14])=[O:13]. Procedure details: The acid was prepared according to Procedure B using ethyl 3-(2,4-difluorophenylamino)-2-methyl-3-oxopropanoate (5.1 g, 19.83 mmol) in THF (19.8 mL) to give 3-(2,4-difluorophenylamino)-2-methyl-3-oxopropanoic acid. Mass Spectrum (ESI) m/e=230.1 (M+1).